The task is: describe an organic reaction: reactants, conditions, products, and yield. This data is from the Open Reaction Database (ORD), a public repository of structured organic reaction records. The reactants are CC#N, COC(=O)C1(C)CC1, [H-], [Na+], C1CCOC1. The product is CC1(C(=O)CC#N)CC1. Reaction SMILES: [CH3:1][C:2]#[N:3].[CH3:4][C:5]1([C:8](=[O:9])[O:10][CH3:11])[CH2:6][CH2:7]1.[H-:12].[Na+:13].[O:14]1[CH2:15][CH2:16][CH2:17][CH2:18]1>>[CH2:1]([C:2]#[N:3])[C:8]([C:5]1([CH3:4])[CH2:6][CH2:7]1)=[O:9]. The reactants are S1C(=NC=C1)S(=O)(=O)N (2-thiazolesulfonamide), C1(CCCCC1)P(C1=C(C=CC=C1)C1=C(C=C(C=C1C(C)C)C(C)C)C(C)C)C1CCCCC1 (2-dicyclohexylphosphino-2′,4′,6′-tri-isopropyl-1,1′-biphenyl), C([O-])([O-])=O.[Cs+].[Cs+] (cesium carbonate), C(C)OC([C@@H](C)OC1=NC(=NC(=C1)Cl)SCC1=C(C(=CC=C1)F)F)=O (2-[[6-chloro-2-[[(2,3-difluorophenyl)methyl]thio]-4-pyrimidinyl]oxy]-(2R)-propanoic acid ethyl ester). Reagents/catalysts: C=1C=CC(=CC1)/C=C/C(=O)/C=C/C2=CC=CC=C2.C=1C=CC(=CC1)/C=C/C(=O)/C=C/C2=CC=CC=C2.C=1C=CC(=CC1)/C=C/C(=O)/C=C/C2=CC=CC=C2.[Pd].[Pd] (tris(dibenzylideneacetone)dipalladium). Solvent: O1CCOCC1 (dioxane). Yields the product C(C)OC([C@@H](C)OC1=NC(=NC(=C1)NS(=O)(=O)C=1SC=CN1)SCC1=C(C(=CC=C1)F)F)=O (2-[[2-[[(2,3-difluorophenyl)methyl]thio]-6-[(2-thiazolylsulfonyl)amino]-4-pyrimidinyl]oxy]-(2R)-propanoic acid ethyl ester). Reaction SMILES: [S:1]1[CH:5]=[CH:4][N:3]=[C:2]1[S:6]([NH2:9])(=[O:8])=[O:7].C1(P(C2CCCCC2)C2C=CC=CC=2C2C(C(C)C)=CC(C(C)C)=CC=2C(C)C)CCCCC1.C(=O)([O-])[O-].[Cs+].[Cs+].[CH2:50]([O:52][C:53](=[O:74])[C@H:54]([O:56][C:57]1[CH:62]=[C:61](Cl)[N:60]=[C:59]([S:64][CH2:65][C:66]2[CH:71]=[CH:70][CH:69]=[C:68]([F:72])[C:67]=2[F:73])[N:58]=1)[CH3:55])[CH3:51]>O1CCOCC1.C1C=CC(/C=C/C(/C=C/C2C=CC=CC=2)=O)=CC=1.C1C=CC(/C=C/C(/C=C/C2C=CC=CC=2)=O)=CC=1.C1C=CC(/C=C/C(/C=C/C2C=CC=CC=2)=O)=CC=1.[Pd].[Pd]>[CH2:50]([O:52][C:53](=[O:74])[C@H:54]([O:56][C:57]1[CH:62]=[C:61]([NH:9][S:6]([C:2]2[S:1][CH:5]=[CH:4][N:3]=2)(=[O:8])=[O:7])[N:60]=[C:59]([S:64][CH2:65][C:66]2[CH:71]=[CH:70][CH:69]=[C:68]([F:72])[C:67]=2[F:73])[N:58]=1)[CH3:55])[CH3:51] |f:2.3.4,7.8.9.10.11|. Reported procedure: The subtitle compound was prepared according to the procedure outlined in example 1 step (iv) using a mixture of 2-thiazolesulfonamide (0.17 g), tris(dibenzylideneacetone)dipalladium (0) (64 mg), 2-dicyclohexylphosphino-2′,4′,6′-tri-isopropyl-1,1′-biphenyl (XPHOS) (33 mg), cesium carbonate (0.34 g) and 2-[[6-chloro-2-[[(2,3-difluorophenyl)methyl]thio]-4-pyrimidinyl]oxy]-(2R)-propanoic acid ethyl ester (0.27 g) in dioxane (5 mL). Purification was by column chromatography on silica using EtOAc/iso... Starting materials: C=O, CNC, CCO, COc1ccc2cccnc2c1O. The product is COc1cc(CN(C)C)c2cccnc2c1O. RXN SMILES: [CH2:17]=[O:18].[CH3:14][NH:15][CH3:16].[CH3:19][CH2:20][OH:21].[OH:1][c:2]1[c:3]([O:12][CH3:13])[cH:4][cH:5][c:6]2[cH:7][cH:8][cH:9][n:10][c:11]12>>[OH:1][c:2]1[c:3]([O:12][CH3:13])[cH:4][c:5]([CH2:17][N:15]([CH3:14])[CH3:16])[c:6]2[cH:7][cH:8][cH:9][n:10][c:11]12. The reactants are CS(=O)(=O)CC(=O)NCCN1C=CC=2N=CN=C(C21)NC2=CC(=C(C=C2)OC2=CC(=CC=C2)C(F)(F)F)C (2-(Methylsulfonyl)-N-{2-[4-({3-methyl-4-[3-(trifluoromethyl)phenoxy]phenyl}amino)-5H-pyrrolo[3,2-d]pyrimidin-5-yl]ethyl}acetamide), CS(=O)(=O)O (methanesulfonic acid). Run in C(C)(=O)OCC (ethyl acetate). Reaction conditions: time 10 minute. Yields the product CS(=O)(=O)O.CS(=O)(=O)CC(=O)NCCN1C=CC=2N=CN=C(C21)NC2=CC(=C(C=C2)OC2=CC(=CC=C2)C(F)(F)F)C (2-(methylsulfonyl)-N-{2-[4-({3-methyl-4-[3-(trifluoromethyl)phenoxy]phenyl}amino)-5H-pyrrolo[3,2-d]pyrimidin-5-yl]ethyl}acetamide methanesulfonate). Reaction SMILES: [CH3:1][S:2]([CH2:5][C:6]([NH:8][CH2:9][CH2:10][N:11]1[C:19]2[C:18]([NH:20][C:21]3[CH:26]=[CH:25][C:24]([O:27][C:28]4[CH:33]=[CH:32][CH:31]=[C:30]([C:34]([F:37])([F:36])[F:35])[CH:29]=4)=[C:23]([CH3:38])[CH:22]=3)=[N:17][CH:16]=[N:15][C:14]=2[CH:13]=[CH:12]1)=[O:7])(=[O:4])=[O:3].[CH3:39][S:40]([OH:43])(=[O:42])=[O:41]>C(OCC)(=O)C>[CH3:39][S:40]([OH:43])(=[O:42])=[O:41].[CH3:1][S:2]([CH2:5][C:6]([NH:8][CH2:9][CH2:10][N:11]1[C:19]2[C:18]([NH:20][C:21]3[CH:26]=[CH:25][C:24]([O:27][C:28]4[CH:33]=[CH:32][CH:31]=[C:30]([C:34]([F:36])([F:37])[F:35])[CH:29]=4)=[C:23]([CH3:38])[CH:22]=3)=[N:17][CH:16]=[N:15][C:14]=2[CH:13]=[CH:12]1)=[O:7])(=[O:3])=[O:4] |f:3.4|. Reported procedure: 2-(Methylsulfonyl)-N-{2-[4-({3-methyl-4-[3-(trifluoromethyl)phenoxy]phenyl}amino)-5H-pyrrolo[3,2-d]pyrimidin-5-yl]ethyl}acetamide (680 mg) was dissolved in ethyl acetate (3.4 mL), methanesulfonic acid (0.0887 mL) was added at 50° C., and the mixture was stirred for 10 min. and further stirred at room temperature for 2 hrs. The precipitated crystals were collected by filtration and washed with diisopropyl ether to give the title compound (797 mg) as colorless crystals. Starting materials: Clc1ccc(C2CCCN2)cc1, Cc1ccc(S(=O)(=O)Cl)cc1. The product is Cc1ccc(S(=O)(=O)N2CCCC2c2ccc(Cl)cc2)cc1. As a reaction SMILES: [Cl:1][c:2]1[cH:3][cH:4][c:5]([CH:8]2[NH:9][CH2:10][CH2:11][CH2:12]2)[cH:6][cH:7]1.[c:13]1([CH3:23])[cH:14][cH:15][c:16]([S:19](=[O:20])(=[O:21])[Cl:22])[cH:17][cH:18]1>>[Cl:1][c:2]1[cH:3][cH:4][c:5]([CH:8]2[N:9]([S:19]([c:16]3[cH:15][cH:14][c:13]([CH3:23])[cH:18][cH:17]3)(=[O:20])=[O:21])[CH2:10][CH2:11][CH2:12]2)[cH:6][cH:7]1. The reactants are CCCCCC (hexane), C(C)(=O)OCC (ethyl acetate), ClCC(C#CC1=CC=CC=C1)=O (1-Chloro-4-phenyl-3-butyn-2-one), C(C)(=S)N (thioacetamide). Run in C(C)#N (acetonitrile). Yields the product CC=1SC=C(N1)C#CC1=CC=CC=C1 (2-methyl-4-(phenylethynyl)-1,3-thiazole). Isolated yield 13.2%. Reaction SMILES: Cl[CH2:2][C:3](=O)[C:4]#[C:5][C:6]1[CH:11]=[CH:10][CH:9]=[CH:8][CH:7]=1.[C:13]([NH2:16])(=[S:15])[CH3:14].CCCCCC.C(OCC)(=O)C>C(#N)C>[CH3:14][C:13]1[S:15][CH:2]=[C:3]([C:4]#[C:5][C:6]2[CH:11]=[CH:10][CH:9]=[CH:8][CH:7]=2)[N:16]=1. Procedure details: 1-Chloro-4-phenyl-3-butyn-2-one (1.6 g, 9.1 mmol) was dissolved in dry acetonitrile (15 mL), treated with thioacetamide (680 mg, 9.1 mmol), and heated to reflux for 4 h. After cooling, the acetonitrile was removed in vacuo, and the residue was partitioned between water (50 mL) and ethyl acetate (150 mL). The organic phase was dried over Na2SO4, filtered, concentrated in vacuo, adsorbed onto silica gel, and purified by column chromatography on silica gel eluting with 99:1, 98:2, then 95:5 hexane:...